This data is from the Open Reaction Database (ORD), a public repository of structured organic reaction records. The task is: describe an organic reaction: reactants, conditions, products, and yield The reactants are ClCCCBr, O=S1(=O)NCC2(OCCO2)c2ccccc21, COCCOC, [H-], [Na+], O. Product: O=S1(=O)c2ccccc2C2(CN1CCCCl)OCCO2. Reaction SMILES: [Br:19][CH2:20][CH2:21][CH2:22][Cl:23].[CH2:3]1[CH2:4][O:5][C:6]2([CH2:7][NH:8][S:9](=[O:16])(=[O:17])[c:10]3[c:11]2[cH:12][cH:13][cH:14][cH:15]3)[O:18]1.[CH3:25][O:26][CH2:27][CH2:28][O:29][CH3:30].[H-:1].[Na+:2].[OH2:24]>>[CH2:3]1[CH2:4][O:5][C:6]2([CH2:7][N:8]([CH2:20][CH2:21][CH2:22][Cl:23])[S:9](=[O:16])(=[O:17])[c:10]3[c:11]2[cH:12][cH:13][cH:14][cH:15]3)[O:18]1. Starting materials: COC=1C=C(C=CC1OC)S(=O)(=O)CC(=O)OC (methyl (3,4-dimethoxyphenylsulfonyl)acetate), Cl (HCl), [H-].[Na+] (NaH), BrCCCCC1=CC=CC=C1 (1-Bromo-4-phenylbutane). Solvent: CN(C)C=O (DMF), CN(C)C=O (DMF). Conditions: time 20 minute. The product is COC=1C=C(C=CC1OC)S(=O)(=O)C(C(=O)OC)CCCCC1=CC=CC=C1 (methyl 2-[(3,4-dimethoxyphenyl)sulfonyl]-6-phenylhexanoate). Yield: 55.0%. Reaction SMILES: [H-].[Na+].[CH3:3][O:4][C:5]1[CH:6]=[C:7]([S:13]([CH2:16][C:17]([O:19][CH3:20])=[O:18])(=[O:15])=[O:14])[CH:8]=[CH:9][C:10]=1[O:11][CH3:12].Br[CH2:22][CH2:23][CH2:24][CH2:25][C:26]1[CH:31]=[CH:30][CH:29]=[CH:28][CH:27]=1.Cl>CN(C=O)C>[CH3:3][O:4][C:5]1[CH:6]=[C:7]([S:13]([CH:16]([CH2:22][CH2:23][CH2:24][CH2:25][C:26]2[CH:31]=[CH:30][CH:29]=[CH:28][CH:27]=2)[C:17]([O:19][CH3:20])=[O:18])(=[O:14])=[O:15])[CH:8]=[CH:9][C:10]=1[O:11][CH3:12] |f:0.1|. Reported procedure: To a suspension of 60% NaH (0.23 g, 5.84 mmol) in anhydrous DMF (15 mL) is added a solution of methyl (3,4-dimethoxyphenylsulfonyl)acetate in 20 mL of DMF (1.6 g, 5.84 mmol) dropwise over 10 minutes. The mixture is stirred at room temperature for 20 minutes. 1-Bromo-4-phenylbutane (1.6 g, 5.84 mmol) is added and the mixture is stirred at room temperature for 24 hours. The mixture is added to 5% HCl and is extracted with ether. The organic layer is washed with water and is dried over MgSO4. The s... Reactants: C(C)(C)(C)OC(=O)NC=1C=C(C#N)C=CC1 (3-(t-butyloxycarbonylamino)benzonitrile), Cl.NO (hydroxylamine hydrochloride), CCO (EtOH), C([O-])([O-])=O.[K+].[K+] (potassium carbonate). Solvent: O (water). Run at temperature 60 celsius. The product is C(C)(C)(C)OC(NC1=CC(=CC=C1)C(NO)=N)=O ([3-(N-Hydroxycarbamimidoyl)-phenyl]-carbamic acid tert-butyl ester). As a reaction SMILES: [C:1]([O:5][C:6]([NH:8][C:9]1[CH:10]=[C:11]([CH:14]=[CH:15][CH:16]=1)[C:12]#[N:13])=[O:7])([CH3:4])([CH3:3])[CH3:2].Cl.[NH2:18][OH:19].CCO.C(=O)([O-])[O-].[K+].[K+]>O>[C:1]([O:5][C:6](=[O:7])[NH:8][C:9]1[CH:16]=[CH:15][CH:14]=[C:11]([C:12](=[NH:13])[NH:18][OH:19])[CH:10]=1)([CH3:4])([CH3:2])[CH3:3] |f:1.2,4.5.6|. Procedure: A 5 L round bottom flask equipped with an overhead stirrer, and 500 mL addition funnel was charged with 3-(t-butyloxycarbonylamino)benzonitrile (264.4 g, 1.21 mol), hydroxylamine hydrochloride (294.6 g, 4.24 mol) and 95% EtOH (1 L). The resulting suspension was treated with a solution of potassium carbonate (711.8 g, 5.15 mol) in water (1 L) and the suspension heated to 60° C. The reaction was followed by TLC and HPLC for starting material consumption to completion. The reaction mixture was then...